This data is from the Open Reaction Database (ORD), a public repository of structured organic reaction records. The task is: describe an organic reaction: reactants, conditions, products, and yield Reactants: FC=1C=CC(=C2CC[C@H](C12)OC1=CC2=C([C@@H](CO2)CC(=O)OC)C=C1)B1OC(C(O1)(C)C)(C)C (methyl 2-((S)-6-((R)-7-fluoro-4-(4,4,5,5-tetramethyl-1,3,2-dioxaborolan-2-yl)-2,3-dihydro-1H-inden-1-yloxy)-2,3-dihydrobenzofuran-3-yl)acetate), BrC1=C(C=C(OC2CC(CC2)O)C=C1C)C (3-(4-bromo-3,5-dimethylphenoxy)cyclopentanol), Intermediate 1. Product: FC=1C=CC(=C2CC[C@H](C12)OC1=CC2=C([C@@H](CO2)CC(=O)OC)C=C1)C1=C(C=C(C=C1C)OC1CC(CC1)O)C (Methyl 2-((3S)-6-((1R)-7-fluoro-4-(4-(3-hydroxycyclopentyloxy)-2,6-dimethylphenyl)-2,3-dihydro-1H-inden-1-yloxy)-2,3-dihydrobenzofuran-3-yl)acetate). Reaction SMILES: [F:1][C:2]1[CH:3]=[CH:4][C:5](B2OC(C)(C)C(C)(C)O2)=[C:6]2[C:10]=1[C@H:9]([O:11][C:12]1[CH:25]=[CH:24][C:15]3[C@H:16]([CH2:19][C:20]([O:22][CH3:23])=[O:21])[CH2:17][O:18][C:14]=3[CH:13]=1)[CH2:8][CH2:7]2.Br[C:36]1[C:48]([CH3:49])=[CH:47][C:39]([O:40][CH:41]2[CH2:45][CH2:44][CH:43]([OH:46])[CH2:42]2)=[CH:38][C:37]=1[CH3:50]>>[F:1][C:2]1[CH:3]=[CH:4][C:5]([C:36]2[C:37]([CH3:50])=[CH:38][C:39]([O:40][CH:41]3[CH2:45][CH2:44][CH:43]([OH:46])[CH2:42]3)=[CH:47][C:48]=2[CH3:49])=[C:6]2[C:10]=1[C@H:9]([O:11][C:12]1[CH:25]=[CH:24][C:15]3[C@H:16]([CH2:19][C:20]([O:22][CH3:23])=[O:21])[CH2:17][O:18][C:14]=3[CH:13]=1)[CH2:8][CH2:7]2. Reported procedure: The title compound is prepared from methyl 2-((S)-6-((R)-7-fluoro-4-(4,4,5,5-tetramethyl-1,3,2-dioxaborolan-2-yl)-2,3-dihydro-1H-inden-1-yloxy)-2,3-dihydrobenzofuran-3-yl)acetate and 3-(4-bromo-3,5-dimethylphenoxy)cyclopentanol following a procedure analogous to that described in Step 5 of Intermediate 1. Mass spectrum (ESI+): m/z=547 [M+H]+.